Dataset: the Open Reaction Database (ORD), a public repository of structured organic reaction records. Task: describe an organic reaction: reactants, conditions, products, and yield Isolated yield 43.0%. Procedure: To a 1-L three-neck flask provided with a stirrer, thermometer, condenser and dropping funnel with a gas inlet tube, 260 g (0.91 mol) of 5-nonyloxy-2,4-diethyl-1-pentanol, 112 g (0.92 mol) of N,N-dimethylaniline and 150 mL of tetrahydrofuran were put, to which 197 g (0.9 mol) of decanoyl chloride was dropped and stirred at the room temperature under nitrogen stream. After the dropping, the mixture was heated to 45 degrees C. and stirred for four hours. After the reaction, a small amount of disti... The solvent is O (water). Yields the product C(CCCCCCCC)OCC(CC(COC(CCCCCCCCCCC)=O)CC)CC (Dodecanoic Acid 5-nonyloxy-2,4-diethyl-1-pentylester). Reaction SMILES: [CH2:1]([O:10][CH2:11][CH:12]([CH2:19][CH3:20])[CH2:13][CH:14]([CH2:17][CH3:18])[CH2:15][OH:16])[CH2:2][CH2:3][CH2:4][CH2:5][CH2:6][CH2:7][CH2:8][CH3:9].CN(C)[C:23]1[CH:28]=[CH:27][CH:26]=[CH:25][CH:24]=1.O1CCCC1.[C:35](Cl)(=[O:45])[CH2:36][CH2:37][CH2:38][CH2:39][CH2:40]CCCC>O>[CH2:1]([O:10][CH2:11][CH:12]([CH2:19][CH3:20])[CH2:13][CH:14]([CH2:17][CH3:18])[CH2:15][O:16][C:35](=[O:45])[CH2:36][CH2:37][CH2:38][CH2:39][CH2:40][CH2:24][CH2:25][CH2:26][CH2:27][CH2:28][CH3:23])[CH2:2][CH2:3][CH2:4][CH2:5][CH2:6][CH2:7][CH2:8][CH3:9]. Starting materials: C(CCCCCCCC)OCC(CC(CO)CC)CC (5-nonyloxy-2,4-diethyl-1-pentanol), CN(C1=CC=CC=C1)C (N,N-dimethylaniline), O1CCCC1 (tetrahydrofuran), C(CCCCCCCCC)(=O)Cl (decanoyl chloride).